This data is from the Open Reaction Database (ORD), a public repository of structured organic reaction records. The task is: describe an organic reaction: reactants, conditions, products, and yield The reactants are liquid, CN (methylamine), ClCCOC1=C(C=CC2=NC=CC=C2)C=CC=C1 (2-[o-(β-chloro-ethoxy)-styryl]-pyridine). Solvent: CO (methanol). Reaction conditions: temperature 80 celsius, time 8 hour. Product: CNCCOC1=C(C=CC2=NC=CC=C2)C=CC=C1 (2-[o-(β-methylaminoethoxy)-styryl]-pyridine). Isolated yield 88.2%. As a reaction SMILES: Cl[CH2:2][CH2:3][O:4][C:5]1[CH:18]=[CH:17][CH:16]=[CH:15][C:6]=1[CH:7]=[CH:8][C:9]1[CH:14]=[CH:13][CH:12]=[CH:11][N:10]=1.[CH3:19][NH2:20]>CO>[CH3:19][NH:20][CH2:2][CH2:3][O:4][C:5]1[CH:18]=[CH:17][CH:16]=[CH:15][C:6]=1[CH:7]=[CH:8][C:9]1[CH:14]=[CH:13][CH:12]=[CH:11][N:10]=1. Procedure details: 16 gm of 2-[o-(β-chloro-ethoxy)-styryl]-pyridine (m.p. 57°-59° C.) were dissolved in 50 ml of methanol, the solution was mixed at -15° C. with 120 ml of liquid methylamine freshly removed from a bomb, and the mixture was heated at 80° C. in an autoclave for 4 hours. After cooling and releasing the pressure, the contents of the autoclave were evaporated, the residue was dissolved in dilute acetic acid, and the solution was extracted twice with ether to remove weakly basic products. Then, the aque... Reactants: COC1=C(CN2S(NCC2=O)(=O)=O)C=CC(=C1)OC (2,4-dimethoxybenzyl-1,1-dioxo-1,2,5-thiadiazolidin-3-one), C1CCC2=NCCCN2CC1 (DBU), BrCC1=CC=C(C=C1)CBr (α, α′-Dibromo-p-xylene). Run in C(Cl)Cl (CH2Cl2). Conditions: time 16 hour. Yields the product BrCC1=CC=C(CN2CC(N(S2(=O)=O)CC2=C(C=C(C=C2)OC)OC)=O)C=C1 (5-(4-bromomethyl-benzyl)-2-(2,4-dimethoxy-benzyl)-1,1-dioxo-1,2,5-thiadiazolidin-3-one). Reaction SMILES: [CH3:1][O:2][C:3]1[CH:17]=[C:16]([O:18][CH3:19])[CH:15]=[CH:14][C:4]=1[CH2:5][N:6]1[C:10](=[O:11])[CH2:9][NH:8][S:7]1(=[O:13])=[O:12].C1CCN2C(=NCCC2)CC1.[Br:31][CH2:32][C:33]1[CH:38]=[CH:37][C:36]([CH2:39]Br)=[CH:35][CH:34]=1>C(Cl)Cl>[Br:31][CH2:32][C:33]1[CH:38]=[CH:37][C:36]([CH2:39][N:8]2[S:7](=[O:13])(=[O:12])[N:6]([CH2:5][C:4]3[CH:14]=[CH:15][C:16]([O:18][CH3:19])=[CH:17][C:3]=3[O:2][CH3:1])[C:10](=[O:11])[CH2:9]2)=[CH:35][CH:34]=1. Reported procedure: A solution of the title B compound in Example 9, 2,4-dimethoxybenzyl-1,1-dioxo-1,2,5-thiadiazolidin-3-one (2.0 g, 6.98 mmol) in CH2Cl2 (100 mL) is treated with DBU (1.06 g, 6.98 mmol). α, α′-Dibromo-p-xylene (9.2 g, 34.9 mmol) is added and the mixture is stirred at RT for 16 h. The mixture is filtered and the filtrate is concentrated to 20 mL. The mixture is chromatographed on silica gel using CH2Cl2 as the eluent. The residual α, α′-dibromo-p-xylene is removed from the product by triturating wi...